Dataset: the Open Reaction Database (ORD), a public repository of structured organic reaction records. Task: describe an organic reaction: reactants, conditions, products, and yield Starting materials: CCO, [H][H], Cc1c(F)cc(C(=O)NC2CC2)cc1-c1ccc(-c2nnc(CN=[N+]=[N-])o2)cc1. The product is Cc1c(F)cc(C(=O)NC2CC2)cc1-c1ccc(-c2nnc(CN)o2)cc1. As a reaction SMILES: [CH3:32][CH2:33][OH:34].[H:30][H:31].[N:1](=[N+:2]=[N-:3])[CH2:4][c:5]1[n:6][n:7][c:8](-[c:10]2[cH:11][cH:12][c:13](-[c:16]3[cH:17][c:18]([C:24](=[O:25])[NH:26][CH:27]4[CH2:28][CH2:29]4)[cH:19][c:20]([F:23])[c:21]3[CH3:22])[cH:14][cH:15]2)[o:9]1>>[NH2:1][CH2:4][c:5]1[n:6][n:7][c:8](-[c:10]2[cH:11][cH:12][c:13](-[c:16]3[cH:17][c:18]([C:24](=[O:25])[NH:26][CH:27]4[CH2:28][CH2:29]4)[cH:19][c:20]([F:23])[c:21]3[CH3:22])[cH:14][cH:15]2)[o:9]1. The reactants are [N+](=O)([O-])C=1C=C(C=CC1OC)\C=C(/C#N)\C1=CC(=C(C(=C1)OC)OC)OC ((Z)-3-(3-nitro-4-methoxyphenyl)-2-(3,4,5-trimethoxyphenyl)-prop-2-ene-nitrile). Run in C(C)#N (acetonitrile). Yields the product [N+](=O)([O-])C=1C=C(C=CC1OC)/C=C(/C#N)\C1=CC(=C(C(=C1)OC)OC)OC ((E)-3-(3-nitro-4-methoxyphenyl)-2-(3,4,5-trimethoxyphenyl)-prop-2-ene-nitrile). The yield is 49.8%. RXN SMILES: [N+:1]([C:4]1[CH:5]=[C:6](/[CH:12]=[C:13](/[C:16]2[CH:21]=[C:20]([O:22][CH3:23])[C:19]([O:24][CH3:25])=[C:18]([O:26][CH3:27])[CH:17]=2)\[C:14]#[N:15])[CH:7]=[CH:8][C:9]=1[O:10][CH3:11])([O-:3])=[O:2]>C(#N)C>[N+:1]([C:4]1[CH:5]=[C:6](/[CH:12]=[C:13](\[C:16]2[CH:17]=[C:18]([O:26][CH3:27])[C:19]([O:24][CH3:25])=[C:20]([O:22][CH3:23])[CH:21]=2)/[C:14]#[N:15])[CH:7]=[CH:8][C:9]=1[O:10][CH3:11])([O-:3])=[O:2]. Procedure: 2.0 g of (Z)-3-(3-nitro-4-methoxyphenyl)-2-(3,4,5-trimethoxyphenyl)-prop-2-ene-nitrile were dissolved in 500 ml of acetonitrile and exposed to visible light rays for 60 minutes. The reaction liquid was concentrated and crystallized from ethyl acetate to obtain 996 mg of the intended compound. The yield was 49%. Reactants: C(C)OC(C1=CC=C(C=C1)N1C=C(C2=CC(=CC=C12)C(=O)OCC1=CC=CC=C1)C#N)=O (4-(3-cyano-5-benzyloxycarbonylindol-1-yl)benzoic acid ethyl ester), CO (methanol). The reagents and catalysts are [C].[Pd] (palladium-carbon). The solvent is O1CCCC1 (tetrahydrofuran). Run at time 3 hour. The product is C(C)OC(C1=CC=C(C=C1)N1C=C(C2=CC(=CC=C12)C(=O)O)C#N)=O (4-(5-Carboxy-3-cyanoindol-1-yl)benzoic acid ethyl ester). The yield is 45.2%. As a reaction SMILES: [CH2:1]([O:3][C:4](=[O:32])[C:5]1[CH:10]=[CH:9][C:8]([N:11]2[C:19]3[C:14](=[CH:15][C:16]([C:20]([O:22]CC4C=CC=CC=4)=[O:21])=[CH:17][CH:18]=3)[C:13]([C:30]#[N:31])=[CH:12]2)=[CH:7][CH:6]=1)[CH3:2].CO>[C].[Pd].O1CCCC1>[CH2:1]([O:3][C:4](=[O:32])[C:5]1[CH:6]=[CH:7][C:8]([N:11]2[C:19]3[C:14](=[CH:15][C:16]([C:20]([OH:22])=[O:21])=[CH:17][CH:18]=3)[C:13]([C:30]#[N:31])=[CH:12]2)=[CH:9][CH:10]=1)[CH3:2] |f:2.3|. Procedure details: To a solution of 4-(3-cyano-5-benzyloxycarbonylindol-1-yl)benzoic acid ethyl ester (0.16 g) in a mixed solvent of methanol (5 mL) and tetrahydrofuran (5 mL) was added palladium-carbon powder (0.03 g) at 0° C. under an argon atmosphere, and this mixture was stirred at room temperature under a hydrogen atmosphere for 3 hours. The insoluble material was removed by filtration, and the filtrate was concentrated under reduced pressure to give the title compound (0.057 g). Reactants: C1(CCCCC1)C(C=O)=C (2-Cyclohexylprop-2-en-1-al), C(=CCC)[Mg]Br (but-1-enylmagnesium bromide), BrCCC=C (4-bromo-but-1-ene), [Mg] (magnesium). Solvent: CCOCC (ether), CCOCC (ether), CCOCC (ether). Reaction conditions: time 3 hour. The product is C1(CCCCC1)C(=C)C(CCC=C)O (2-Cyclohexylhepta-1,6-dien-3-ol). The yield is 88.0%. As a reaction SMILES: [CH:1]1([C:7](=[CH2:10])[CH:8]=[O:9])[CH2:6][CH2:5][CH2:4][CH2:3][CH2:2]1.[CH:11]([Mg]Br)=[CH:12][CH2:13][CH3:14].BrCCC=C.[Mg]>CCOCC>[CH:1]1([C:7]([CH:8]([OH:9])[CH2:14][CH2:13][CH:12]=[CH2:11])=[CH2:10])[CH2:6][CH2:5][CH2:4][CH2:3][CH2:2]1. Reported procedure: 2-Cyclohexylprop-2-en-1-al (69 g, 0.5 mol) in 100 ml of ether was slowly added to but-1-enylmagnesium bromide prepared by slow addition of 4-bromo-but-1-ene (81.0 g, 0.6 mol) in 100 ml of ether at 0° C. to magnesium turnings (13.2 g, 0.55 mol) in 300 ml of ether. After the addition was complete, the reaction mixture was allowed to warm to room temperature (RT) and was stirred for additional 3 hours. After quenching with 2N HCl, the organic phase was separated, washed with H2O until neutral pH wa... Reactants: CCOCC, Cn1nc(C(F)(F)F)c(CO)c1Cl, O, BrP(Br)Br. Yields the product Cn1nc(C(F)(F)F)c(CBr)c1Cl. As a reaction SMILES: [CH3:19][CH2:20][O:21][CH2:22][CH3:23].[Cl:1][c:2]1[c:3]([CH2:12][OH:13])[c:4]([C:8]([F:9])([F:10])[F:11])[n:5][n:6]1[CH3:7].[OH2:18].[P:14]([Br:15])([Br:16])[Br:17]>>[Cl:1][c:2]1[c:3]([CH2:12][Br:15])[c:4]([C:8]([F:9])([F:10])[F:11])[n:5][n:6]1[CH3:7].